The task is: describe an organic reaction: reactants, conditions, products, and yield. This data is from the Open Reaction Database (ORD), a public repository of structured organic reaction records. The reactants are BrCCCOC (1-bromo-3-methoxypropane), [I-].[Na+] (sodium iodide), CC(C)([O-])C.[K+] (potassium t-butoxide), C(C)(C)(C)O (t-butanol), C(C)OC(CNS(=O)(=O)C=1SC=CC1C1OCCO1)=O (N-[[3-(1,3-Dioxolan-2-yl)-2-thienyl]sulfonyl]-glycine Ethyl Ester), C1(=CC=C(C=C1)S(=O)(=O)O)C (p-toluenesulfonic acid), C([O-])(O)=O.[Na+] (sodium bicarbonate), C1CC2=NCCCN2C1 (DBN), ice water. Solvent: C(C)(=O)OCC (ethyl acetate), CC(=O)C (acetone), CN(C)C=O (DMF), CC(=O)C (acetone). Conditions: time 5 hour. Product: COCCCN1S(C2=C(C=C1C(=O)OCC)C=CS2)(=O)=O (Ethyl 2-(3-methoxypropyl)-2H-thieno[3,2-e]-1,2-thiazine-3-carboxylate 1,1-dioxide). The yield is 54.1%. As a reaction SMILES: CC(C)([O-])C.[K+].C(O)(C)(C)C.[CH2:12]([O:14][C:15](=[O:31])[CH2:16][NH:17][S:18]([C:21]1[S:22][CH:23]=[CH:24][C:25]=1[CH:26]1OCCO1)(=[O:20])=[O:19])[CH3:13].Br[CH2:33][CH2:34][CH2:35][O:36][CH3:37].[I-].[Na+].C1(C)C=CC(S(O)(=O)=O)=CC=1.C(=O)(O)[O-].[Na+].C1CN2C(=NCCC2)C1>CN(C=O)C.CC(C)=O.C(OCC)(=O)C>[CH3:37][O:36][CH2:35][CH2:34][CH2:33][N:17]1[C:16]([C:15]([O:14][CH2:12][CH3:13])=[O:31])=[CH:26][C:25]2[CH:24]=[CH:23][S:22][C:21]=2[S:18]1(=[O:19])=[O:20] |f:0.1,5.6,8.9|. Procedure: A solution of potassium t-butoxide in t-butanol (1M, 15.7 mL, 15.7 mmol) was added to a solution of the product of Step A (4.80 g, 14.95 mmol) in anhydrous DMF (50 mL) at 0° C. followed by 1-bromo-3-methoxypropane (3.43 g, 22.4 mmol) and sodium iodide (0.2 g). The mixture was stirred for 5 h at ambient temperature, poured into ice water (300 mL) and extracted with ethyl acetate (2×200 mL). The combined extracts were dried (MgSO4), filtered and evaporated to give a viscous liquid which was dissol... Procedure: A mixture of 2-cyanophenol (41.0 g), potassium carbonate (62.1 g), potassium fluoride (12.3 g), tetrabutylammonium bromide (17.1 g), (E)-methyl 2-[2-(6-chloropyrimidin-4-yloxy)phenyl]-3-methoxypropenoate (98.9 g) and water (210 g) was heated at 90-95° C. for 22 hours. The reaction mixture was mixed with toluene and a further quantity of water. The organic layer was then separated. Toluene was removed from the organic phase by vacuum distillation (100° C., 20 mmHg). The melt was cooled to 85° C. ... The solvent is O (water), C1(=CC=CC=C1)C (toluene), O (water). As a reaction SMILES: [C:1]([C:3]1[CH:8]=[CH:7][CH:6]=[CH:5][C:4]=1[OH:9])#[N:2].C(=O)([O-])[O-].[K+].[K+].[F-].[K+].Cl[C:19]1[N:24]=[CH:23][N:22]=[C:21]([O:25][C:26]2[CH:31]=[CH:30][CH:29]=[CH:28][C:27]=2/[C:32](=[CH:37]\[O:38][CH3:39])/[C:33]([O:35][CH3:36])=[O:34])[CH:20]=1>[Br-].C([N+](CCCC)(CCCC)CCCC)CCC.O.C1(C)C=CC=CC=1>[C:1]([C:3]1[CH:8]=[CH:7][CH:6]=[CH:5][C:4]=1[O:9][C:19]1[N:24]=[CH:23][N:22]=[C:21]([O:25][C:26]2[CH:31]=[CH:30][CH:29]=[CH:28][C:27]=2/[C:32](=[CH:37]\[O:38][CH3:39])/[C:33]([O:35][CH3:36])=[O:34])[CH:20]=1)#[N:2] |f:1.2.3,4.5,7.8|. The reagents and catalysts are [Br-].C(CCC)[N+](CCCC)(CCCC)CCCC (tetrabutylammonium bromide). Reaction conditions: temperature 92.5 celsius, time 1 hour. Product: C(#N)C1=C(OC2=CC(=NC=N2)OC2=C(C=CC=C2)/C(/C(=O)OC)=C\OC)C=CC=C1 ((E)-methyl 2-[2-(6-(2-cyanophenoxy)pyrimidin-4-yloxy)pheny]-3-methoxypropenoate). Reactants: C(#N)C1=C(C=CC=C1)O (2-cyanophenol), C([O-])([O-])=O.[K+].[K+] (potassium carbonate), [F-].[K+] (potassium fluoride), ClC1=CC(=NC=N1)OC1=C(C=CC=C1)/C(/C(=O)OC)=C\OC ((E)-methyl 2-[2-(6-chloropyrimidin-4-yloxy)phenyl]-3-methoxypropenoate). Starting materials: NCC(=O)NCCOC=1C=C(C(=O)NC=2C(=C(N3C=CC=CC23)C(=O)C=2C=CC(=C(C(=O)OCC3=CC=CC=C3)C2)NC(C(F)(F)F)=O)C)C=CC1 (Benzyl 5-{[1-({3-[2-(glycylamino)ethoxy]-benzoyl}amino)-2-methylindolizin-3-yl]carbonyl}-2-[(trifluoroacetyl)amino]benzoate), C(C1=CC=CC=C1)OC(=O)C=1C=C(C(=O)C2=C(C(=C3C=CC=CN23)NC(=O)C=2C=C(OCC(=O)O)C=CC2)C)C=CC1NC(C(F)(F)F)=O ((3-{[(3-{3-[(benzyloxy)carbonyl]-4-[(trifluoroacetyl)amino]benzoyl}-2-methylindolizin-1-yl)amino]carbonyl}phenoxy)acetic acid). Yields the product C(C1=CC=CC=C1)OC(=O)C=1C=C(C(=O)C2=C(C(=C3C=CC=CN23)NC(=O)C=2C=C(OCC(=O)NCC(=O)NCCOC=3C=C(C(=O)NC=4C(=C(N5C=CC=CC45)C(=O)C=4C=CC(=C(C(=O)OCC5=CC=CC=C5)C4)NC(C(F)(F)F)=O)C)C=CC3)C=CC2)C)C=CC1NC(C(F)(F)F)=O (Benzyl 5-{[1-({3-[2-({[({3-[(3-{3-[(benzyl-oxy)carbonyl]-4-[(trifluoroacetyl)amino]benzoyl}-2-methylindolizin-1-yl)carbamoyl]phenoxy}acetyl)amino]acetyl}-amino)ethoxy]benzoyl}amino)-2-methylindolizin-3-yl]-carbonyl}-2-[(trifluoroacetyl)amino]benzoate). Reaction SMILES: [NH2:1][CH2:2][C:3]([NH:5][CH2:6][CH2:7][O:8][C:9]1[CH:10]=[C:11]([CH:50]=[CH:51][CH:52]=1)[C:12]([NH:14][C:15]1[C:16]([CH3:49])=[C:17]([C:24]([C:26]2[CH:27]=[CH:28][C:29]([NH:42][C:43](=[O:48])[C:44]([F:47])([F:46])[F:45])=[C:30]([CH:41]=2)[C:31]([O:33][CH2:34][C:35]2[CH:40]=[CH:39][CH:38]=[CH:37][CH:36]=2)=[O:32])=[O:25])[N:18]2[C:23]=1[CH:22]=[CH:21][CH:20]=[CH:19]2)=[O:13])=[O:4].[CH2:53]([O:60][C:61]([C:63]1[CH:64]=[C:65]([CH:92]=[CH:93][C:94]=1[NH:95][C:96](=[O:101])[C:97]([F:100])([F:99])[F:98])[C:66]([C:68]1[N:76]2[C:71]([CH:72]=[CH:73][CH:74]=[CH:75]2)=[C:70]([NH:77][C:78]([C:80]2[CH:81]=[C:82]([CH:88]=[CH:89][CH:90]=2)[O:83][CH2:84][C:85](O)=[O:86])=[O:79])[C:69]=1[CH3:91])=[O:67])=[O:62])[C:54]1[CH:59]=[CH:58][CH:57]=[CH:56][CH:55]=1>>[CH2:53]([O:60][C:61]([C:63]1[CH:64]=[C:65]([CH:92]=[CH:93][C:94]=1[NH:95][C:96](=[O:101])[C:97]([F:100])([F:99])[F:98])[C:66]([C:68]1[N:76]2[C:71]([CH:72]=[CH:73][CH:74]=[CH:75]2)=[C:70]([NH:77][C:78]([C:80]2[CH:81]=[C:82]([CH:88]=[CH:89][CH:90]=2)[O:83][CH2:84][C:85]([NH:1][CH2:2][C:3]([NH:5][CH2:6][CH2:7][O:8][C:9]2[CH:10]=[C:11]([CH:50]=[CH:51][CH:52]=2)[C:12]([NH:14][C:15]2[C:16]([CH3:49])=[C:17]([C:24]([C:26]3[CH:27]=[CH:28][C:29]([NH:42][C:43](=[O:48])[C:44]([F:45])([F:46])[F:47])=[C:30]([CH:41]=3)[C:31]([O:33][CH2:34][C:35]3[CH:36]=[CH:37][CH:38]=[CH:39][CH:40]=3)=[O:32])=[O:25])[N:18]3[C:23]=2[CH:22]=[CH:21][CH:20]=[CH:19]3)=[O:13])=[O:4])=[O:86])=[O:79])[C:69]=1[CH3:91])=[O:67])=[O:62])[C:54]1[CH:55]=[CH:56][CH:57]=[CH:58][CH:59]=1. Procedure details: By following the process described in stage G of Example 42, the coupling of the amine obtained in stage A above with (3-{[(3-{3-[(benzyloxy)carbonyl]-4-[(trifluoroacetyl)amino]benzoyl}-2-methylindolizin-1-yl)amino]carbonyl}phenoxy)acetic acid (described in stage D of Example 44) is carried out. The reactants are COC(=O)c1sc(-c2cccc(N(CC3CCCCC3)C(=O)CCC(C)C)c2)c(Br)c1OCC(=O)OC(C)(C)C, ClCCl, O=C(O)C(F)(F)F. Yields the product COC(=O)c1sc(-c2cccc(N(CC3CCCCC3)C(=O)CCC(C)C)c2)c(Br)c1OCC(=O)O. As a reaction SMILES: [CH3:1][O:2][C:3](=[O:4])[c:5]1[s:6][c:7](-[c:20]2[cH:21][c:22]([N:26]([C:27]([CH2:28][CH2:29][CH:30]([CH3:31])[CH3:32])=[O:33])[CH2:34][CH:35]3[CH2:36][CH2:37][CH2:38][CH2:39][CH2:40]3)[cH:23][cH:24][cH:25]2)[c:8]([Br:19])[c:9]1[O:10][CH2:11][C:12](=[O:13])[O:14][C:15]([CH3:16])([CH3:17])[CH3:18].[Cl:48][CH2:49][Cl:50].[OH:41][C:42]([C:43]([F:44])([F:45])[F:46])=[O:47]>>[CH3:1][O:2][C:3](=[O:4])[c:5]1[s:6][c:7](-[c:20]2[cH:21][c:22]([N:26]([C:27]([CH2:28][CH2:29][CH:30]([CH3:31])[CH3:32])=[O:33])[CH2:34][CH:35]3[CH2:36][CH2:37][CH2:38][CH2:39][CH2:40]3)[cH:23][cH:24][cH:25]2)[c:8]([Br:19])[c:9]1[O:10][CH2:11][C:12](=[O:13])[OH:14].